From a dataset of the Open Reaction Database (ORD), a public repository of structured organic reaction records. describe an organic reaction: reactants, conditions, products, and yield Starting materials: COCC(C)O (1-methoxypropan-2-ol), C(CCC)P(CCCC)CCCC (tributylphosphine), N(=NC(=O)N1CCCCC1)C(=O)N1CCCCC1 (1,1′-(azodicarbonyl)dipiperidine), OC=1C=C(C=C2C=C(NC12)C(=O)OCC)OC1=CC=C(C=C1)S(=O)(=O)C (ethyl 7-hydroxy-5-[4-(methylsulfonyl)phenoxy]-1H-indole-2-carboxylate), COCC(C)O (1-methoxypropan-2-ol), C(CCC)P(CCCC)CCCC (tributylphosphine), N(=NC(=O)N1CCCCC1)C(=O)N1CCCCC1 (1,1′-(azodicarbonyl)dipiperidine). The solvent is O1CCCC1 (tetrahydrofuran). Conditions: temperature 50 celsius, time 1 hour. Yields the product COCC(OC=1C=C(C=C2C=C(NC12)C(=O)OCC)OC1=CC=C(C=C1)S(=O)(=O)C)C (Ethyl 7-(2-methoxy-1-methylethoxy)-5-[4-(methylsulfonyl)phenoxy]-1H-indole-2-carboxylate). The yield is 87.0%. RXN SMILES: [OH:1][C:2]1[CH:3]=[C:4]([O:16][C:17]2[CH:22]=[CH:21][C:20]([S:23]([CH3:26])(=[O:25])=[O:24])=[CH:19][CH:18]=2)[CH:5]=[C:6]2[C:10]=1[NH:9][C:8]([C:11]([O:13][CH2:14][CH3:15])=[O:12])=[CH:7]2.[CH3:27][O:28][CH2:29][CH:30](O)[CH3:31].C(P(CCCC)CCCC)CCC.N(C(N1CCCCC1)=O)=NC(N1CCCCC1)=O>O1CCCC1>[CH3:27][O:28][CH2:29][CH:30]([CH3:31])[O:1][C:2]1[CH:3]=[C:4]([O:16][C:17]2[CH:22]=[CH:21][C:20]([S:23]([CH3:26])(=[O:25])=[O:24])=[CH:19][CH:18]=2)[CH:5]=[C:6]2[C:10]=1[NH:9][C:8]([C:11]([O:13][CH2:14][CH3:15])=[O:12])=[CH:7]2. Procedure details: To a solution of ethyl 7-hydroxy-5-[4-(methylsulfonyl)phenoxy]-1H-indole-2-carboxylate (2.0 g) in tetrahydrofuran (80 mL) were added 1-methoxypropan-2-ol (1.04 mL), tributylphosphine (2.46 mL) and 1,1′-(azodicarbonyl)dipiperidine (2.69 g) at room temperature. The mixture was stirred at 50° C. for 1 h. Then 1-methoxypropan-2-ol (0.5 mL), tributylphosphine (1.2 mL) and 1,1′-(azodicarbonyl)dipiperidine (1.34 g) were added to the mixture and the mixture was stirred at 50° C. overnight. The mixture w... Reactants: CC(COC(=O)C1=NNC2=CC=CC=C12)C (2-methylpropyl-1H-3-indazolecarboxylate), C(C)(C)Br (isopropyl bromide), [OH-].[K+] (KOH). Solvent: COCCOC (1,2-dimethoxy-ethane), COCCOC (1,2-dimethoxy-ethane). The product is CC(COC(=O)C1=NN(C2=CC=CC=C12)C(C)C)C (2-methylpropyl-1-isopropyl-1H-3-indazolecarboxylate). Isolated yield 36.8%. Reaction SMILES: [CH3:1][CH:2]([CH3:16])[CH2:3][O:4][C:5]([C:7]1[C:15]2[C:10](=[CH:11][CH:12]=[CH:13][CH:14]=2)[NH:9][N:8]=1)=[O:6].[CH:17](Br)([CH3:19])[CH3:18].[OH-].[K+]>COCCOC>[CH3:1][CH:2]([CH3:16])[CH2:3][O:4][C:5]([C:7]1[C:15]2[C:10](=[CH:11][CH:12]=[CH:13][CH:14]=2)[N:9]([CH:17]([CH3:19])[CH3:18])[N:8]=1)=[O:6] |f:2.3|. Procedure: To a solution of 2-methylpropyl-1H-3-indazolecarboxylate (50 g; 0.24 moles) in 1,2-dimethoxy-ethane (300 ml) a solution of isopropyl bromide (27.5 ml; 0.29 moles) in 1,2-dimethoxy-ethane (100 ml) and KOH (13.5 g; 0.24 moles) was added and the mixture was heated under reflux for 8 hours. After removal of the solvent, the residue was dissolved in toluene (300 ml), the thus obtained solution was washed with 1N NaOH (100 ml), H2O (2×100 ml) and then dried and concentrated in vacuum. The residue was ... The reactants are C1(=C(C=CC=C1)CN1C(=CC2=C(C=CC=C12)OC)CCC)C1=CC=CC=C1 (1-([1,1′-biphenyl]-2-ylmethyl)-4-methoxy-2-propyl-1H-indole), B(Br)(Br)Br.C(Cl)Cl (BBr3 CH2Cl2). The product is C1(=C(C=CC=C1)CN1C(=CC2=C(C=CC=C12)O)CCC)C1=CC=CC=C1 (1-([1,1′-biphenyl]-2-ylmethyl)-4-hydroxy-2-propyl-1H-indole). Isolated yield 71.1%. Reaction SMILES: [C:1]1([C:22]2[CH:27]=[CH:26][CH:25]=[CH:24][CH:23]=2)[CH:6]=[CH:5][CH:4]=[CH:3][C:2]=1[CH2:7][N:8]1[C:16]2[C:11](=[C:12]([O:17]C)[CH:13]=[CH:14][CH:15]=2)[CH:10]=[C:9]1[CH2:19][CH2:20][CH3:21].B(Br)(Br)Br.C(Cl)Cl>>[C:1]1([C:22]2[CH:27]=[CH:26][CH:25]=[CH:24][CH:23]=2)[CH:6]=[CH:5][CH:4]=[CH:3][C:2]=1[CH2:7][N:8]1[C:16]2[C:11](=[C:12]([OH:17])[CH:13]=[CH:14][CH:15]=2)[CH:10]=[C:9]1[CH2:19][CH2:20][CH3:21] |f:1.2|. Reported procedure: By the method used in Example 1, Part D, 1.16 g (3.27 mmol) of 1-([1,1′-biphenyl]-2-ylmethyl)-4-methoxy-2-propyl-1H-indole was O-demethylated by treating it with 13 mL of 1M BBr3/CH2Cl2. The crude product was chromatographed on silica gel and eluted with 20% EtOAc/hexane to give 794 mg (71% yield) of 1-([1,1′-biphenyl]-2-ylmethyl)-4-hydroxy-2-propyl-1H-indole as an oil. Reactants: NCCCCN1CCCC1, O=C(O)c1ccc(-c2nnc(CSCCOc3ccccc3)o2)cc1. Yields the product O=C(NCCCCN1CCCC1)c1ccc(-c2nnc(CSCCOc3ccccc3)o2)cc1. As a reaction SMILES: [NH2:26][CH2:27][CH2:28][CH2:29][CH2:30][N:31]1[CH2:32][CH2:33][CH2:34][CH2:35]1.[O:1]([c:2]1[cH:3][cH:4][cH:5][cH:6][cH:7]1)[CH2:8][CH2:9][S:10][CH2:11][c:12]1[n:13][n:14][c:15](-[c:17]2[cH:18][cH:19][c:20]([C:21](=[O:22])[OH:23])[cH:24][cH:25]2)[o:16]1>>[O:1]([c:2]1[cH:3][cH:4][cH:5][cH:6][cH:7]1)[CH2:8][CH2:9][S:10][CH2:11][c:12]1[n:13][n:14][c:15](-[c:17]2[cH:18][cH:19][c:20]([C:21](=[O:23])[NH:26][CH2:27][CH2:28][CH2:29][CH2:30][N:31]3[CH2:32][CH2:33][CH2:34][CH2:35]3)[cH:24][cH:25]2)[o:16]1. Yields the product ClC1=CC=C2C(=CN(C2=C1)C[C@@H]1CN(CCC1)C)C(=O)N1CCC2(CC1)OCC1=C2C=CC=C1 (1′-[(6-Chloro-1-{[(3S)-1-methylpiperidin-3-yl]methyl}-1H-indol-3-yl)carbonyl]-3H-spiro[2-benzofuran-1,4′-piperidine]). Starting materials: ClC1=CC=C2C(=CN(C2=C1)C[C@@H]1CNCCC1)C(=O)N1CCC2(CC1)OCC1=C2C=CC=C1 (1′-({6-chloro-1-[(3S)-piperidin-3-ylmethyl]-1H-indol-3-yl}carbonyl)-3H-spiro[2-benzofuran-1,4′-piperidine]), H2CO, CC(=O)O (AcOH), [BH3-]C#N.[Na+] (NaCNBH3). Procedure: A solution of 1′-({6-chloro-1-[(3S)-piperidin-3-ylmethyl]-1H-indol-3-yl}carbonyl)-3H-spiro[2-benzofuran-1,4′-piperidine] in MeOH was treated with aq. H2CO (1.5 eq), AcOH (1.1 eq) and stirred for 15 min at room temperature, then treated with NaCNBH3 (1.1 eq) and stirred at room temperature for 1 h. Concentration and purification by preparative HPLC the desired product. ES-MS m/e (%): 478.2 (M+H+). Conditions: time 15 minute. Solvent: CO (MeOH). RXN SMILES: [Cl:1][C:2]1[CH:10]=[C:9]2[C:5]([C:6]([C:18]([N:20]3[CH2:25][CH2:24][C:23]4([C:29]5[CH:30]=[CH:31][CH:32]=[CH:33][C:28]=5[CH2:27][O:26]4)[CH2:22][CH2:21]3)=[O:19])=[CH:7][N:8]2[CH2:11][C@H:12]2[CH2:17][CH2:16][CH2:15][NH:14][CH2:13]2)=[CH:4][CH:3]=1.[CH3:34]C(O)=O.[BH3-]C#N.[Na+]>CO>[Cl:1][C:2]1[CH:10]=[C:9]2[C:5]([C:6]([C:18]([N:20]3[CH2:21][CH2:22][C:23]4([C:29]5[CH:30]=[CH:31][CH:32]=[CH:33][C:28]=5[CH2:27][O:26]4)[CH2:24][CH2:25]3)=[O:19])=[CH:7][N:8]2[CH2:11][C@H:12]2[CH2:17][CH2:16][CH2:15][N:14]([CH3:34])[CH2:13]2)=[CH:4][CH:3]=1 |f:2.3|.